From a dataset of the Open Reaction Database (ORD), a public repository of structured organic reaction records. describe an organic reaction: reactants, conditions, products, and yield Starting materials: O=P(CCOCc1ccccc1)(OCc1ccccc1)OCc1ccccc1, C1CCOC1, [Na+], [OH-], O. Yields the product O=P(O)(CCOCc1ccccc1)OCc1ccccc1. As a reaction SMILES: [CH2:1]([c:2]1[cH:3][cH:4][cH:5][cH:6][cH:7]1)[O:8][P:9]([O:10][CH2:11][c:12]1[cH:13][cH:14][cH:15][cH:16][cH:17]1)(=[O:18])[CH2:19][CH2:20][O:21][CH2:22][c:23]1[cH:24][cH:25][cH:26][cH:27][cH:28]1.[CH2:31]1[O:32][CH2:33][CH2:34][CH2:35]1.[Na+:30].[OH-:29].[OH2:36]>>[CH2:1]([c:2]1[cH:3][cH:4][cH:5][cH:6][cH:7]1)[O:8][P:9](=[O:10])([OH:18])[CH2:19][CH2:20][O:21][CH2:22][c:23]1[cH:24][cH:25][cH:26][cH:27][cH:28]1.